From a dataset of the Open Reaction Database (ORD), a public repository of structured organic reaction records. describe an organic reaction: reactants, conditions, products, and yield Solvent: CN(C=O)C (dimethylformamide), C(C)(=O)OCC (ethyl acetate). Product: N1(C=NC2=C1C=CC=C2)CC2=CC1=C(N(C(N(C1=O)C)=O)CC(C)C)S2 (6-[(1H-Benzimidazol-1-yl)methyl]-3-methyl-1-(2-methylpropyl)thieno[2,3-d]pyrimidine-2,4(1H,3H)-dione). Isolated yield 59.5%. As a reaction SMILES: [I-].[K+].C(=O)([O-])[O-].[K+].[K+].[N:9]1[C:13]2[CH:14]=[CH:15][CH:16]=[CH:17][C:12]=2[NH:11][CH:10]=1.Cl[CH2:19][C:20]1[S:35][C:23]2[N:24]([CH2:31][CH:32]([CH3:34])[CH3:33])[C:25](=[O:30])[N:26]([CH3:29])[C:27](=[O:28])[C:22]=2[CH:21]=1>CN(C)C=O.C(OCC)(=O)C>[N:9]1([CH2:19][C:20]2[S:35][C:23]3[N:24]([CH2:31][CH:32]([CH3:33])[CH3:34])[C:25](=[O:30])[N:26]([CH3:29])[C:27](=[O:28])[C:22]=3[CH:21]=2)[C:13]2[CH:14]=[CH:15][CH:16]=[CH:17][C:12]=2[N:11]=[CH:10]1 |f:0.1,2.3.4|. Reported procedure: Potassium iodide (few crystals), potassium carbonate (140 mg) and benzimidazole (100 mg) were added to a solution of 6-chloromethyl-3-methyl-1-(2-methylpropyl)thieno[2,3-d]pyrimidine-2,4(1H,3H)-dione (170 mg) in dimethylformamide (5 ml). After 2 h the reaction mixture was diluted with ethyl acetate and washed with saturated sodium hydrogen carbonate solution thrice and with brine, then dried over magnesium sulfate and evaporated. Column chromatography of the residue eluting with isohexane:ethyl ... Starting materials: [I-].[K+] (Potassium iodide), C([O-])([O-])=O.[K+].[K+] (potassium carbonate), N1=CNC2=C1C=CC=C2 (benzimidazole), ClCC1=CC2=C(N(C(N(C2=O)C)=O)CC(C)C)S1 (6-chloromethyl-3-methyl-1-(2-methylpropyl)thieno[2,3-d]pyrimidine-2,4(1H,3H)-dione). Starting materials: [OH-].[K+] (potassium hydroxide), ClC=1C=C(C=CC1)C1=CCNC=2N1N=CC2C#N (7-(3-chlorophenyl)-4,5-dihydropyrazolo[1,5-a]pyrimidine-3-carbonitrile), ice, C(C)[SiH](CC)CC (triethylsilane). Run in FC(C(=O)O)(F)F (trifluoroacetic acid). Run at temperature 55 celsius. The product is ClC=1C=C(C=CC1)C1CCNC=2N1N=CC2C#N (7-(3-Chlorophenyl)-4,5,6,7-tetrahydropyrazolo[1,5-a]pyrimidine-3-carbonitrile). RXN SMILES: [Cl:1][C:2]1[CH:3]=[C:4]([C:8]2[N:13]3[N:14]=[CH:15][C:16]([C:17]#[N:18])=[C:12]3[NH:11][CH2:10][CH:9]=2)[CH:5]=[CH:6][CH:7]=1.C([SiH](CC)CC)C.[OH-].[K+]>FC(F)(F)C(O)=O>[Cl:1][C:2]1[CH:3]=[C:4]([CH:8]2[N:13]3[N:14]=[CH:15][C:16]([C:17]#[N:18])=[C:12]3[NH:11][CH2:10][CH2:9]2)[CH:5]=[CH:6][CH:7]=1 |f:2.3|. Reported procedure: To an 8.0 g portion of 7-(3-chlorophenyl)-4,5-dihydropyrazolo[1,5-a]pyrimidine-3-carbonitrile (prepared as described in Ex. 30) in 65 ml of trifluoroacetic acid, stirred under nitrogen and heated to 55° C. was added 7.3 ml of triethylsilane. The reaction mixture was stirred and heated at 60° C. for 71/2 hours. The mixture was then carefully poured into an ice cooled beaker containing 100 ml of 25% aqueous potassium hydroxide. The precipitate which formed was collected by filtration and dissolved...